This data is from the Open Reaction Database (ORD), a public repository of structured organic reaction records. The task is: describe an organic reaction: reactants, conditions, products, and yield Reactants: ClC1=CC2=C(N(C3=CC=C(C=C23)C2=CC=C(C=C2)O)S(=O)(=O)C2=CC=CC=C2)N=C1 (4-(3-chloro-9-(benzenesulfonyl)-9H-pyrido[2,3-b]indol-6-yl)phenol), C1(=CC=CC=C1)P(C1=CC=CC=C1)C1=CC=CC=C1 (triphenylphosphine), C(C)N(CCCO)CC (3-(diethylamino)propan-1-ol), C(C)(C)OC(=O)[N+](=[N-])C(=O)OC(C)C (diisopropyldiazodicarboxylate). Solvent: C1CCOC1 (THF). Reaction conditions: time 20 hour. The product is ClC1=CC2=C(N(C3=CC=C(C=C23)C2=CC=C(OCCCN(CC)CC)C=C2)S(=O)(=O)C2=CC=CC=C2)N=C1 (3-(4-(3-chloro-9-(benzenesulfonyl)-9H-pyrido[2,3-b]indol-6-yl)phenoxy)-N,N-diethylpropan-1-amine). Yield: 51.2%. As a reaction SMILES: [Cl:1][C:2]1[CH:30]=[N:29][C:5]2[N:6]([S:20]([C:23]3[CH:28]=[CH:27][CH:26]=[CH:25][CH:24]=3)(=[O:22])=[O:21])[C:7]3[C:12]([C:4]=2[CH:3]=1)=[CH:11][C:10]([C:13]1[CH:18]=[CH:17][C:16]([OH:19])=[CH:15][CH:14]=1)=[CH:9][CH:8]=3.C1(P(C2C=CC=CC=2)C2C=CC=CC=2)C=CC=CC=1.[CH2:50]([N:52]([CH2:57][CH3:58])[CH2:53][CH2:54][CH2:55]O)[CH3:51].C(OC([N+](C(OC(C)C)=O)=[N-])=O)(C)C>C1COCC1>[Cl:1][C:2]1[CH:30]=[N:29][C:5]2[N:6]([S:20]([C:23]3[CH:28]=[CH:27][CH:26]=[CH:25][CH:24]=3)(=[O:22])=[O:21])[C:7]3[C:12]([C:4]=2[CH:3]=1)=[CH:11][C:10]([C:13]1[CH:18]=[CH:17][C:16]([O:19][CH2:55][CH2:54][CH2:53][N:52]([CH2:57][CH3:58])[CH2:50][CH3:51])=[CH:15][CH:14]=1)=[CH:9][CH:8]=3. Procedure details: To a solution of 4-(3-chloro-9-(benzenesulfonyl)-9H-pyrido[2,3-b]indol-6-yl)phenol (180 mg, 0.41 mmol, 1 eq.), triphenylphosphine (430 mg, 1.64 mmol, 4 eq.) and 3-(diethylamino)propan-1-ol (264 mg, 2.05 mmol, Seq.) in THF (10 ml) was added diisopropyldiazodicarboxylate (DIAD, 332 mg, 1.64 mmol, 4 eq.). The resulting solution was stirred at room temperature under Ar for 20 h and concentrated under reduced pressure. The crude residue was chromatographed over silica gel column (eluted with mixtures... The reactants are CO (methanol), B (Borane), NC1=C(C=C(C=C1)C1CN(C(CO1)=O)C(C)C)C#N (2-[4-amino-3-cyanophenyl]-4-[1-methylethyl]-5-oxomorpholine), Cl (hydrogen chloride). The solvent is O1CCCC1 (tetrahydrofuran), O1CCCC1 (tetrahydrofuran), O1CCCC1 (tetrahydrofuran). Run at time 3 hour. The product is Cl.NC1=C(C=C(C=C1)C1CN(CCO1)C(C)C)C#N (2-[4-Amino-3-cyanophenyl]-4-[1-methylethyl]morpholine monohydrochloride). As a reaction SMILES: B.[NH2:2][C:3]1[CH:8]=[CH:7][C:6]([CH:9]2[O:14][CH2:13][C:12](=O)[N:11]([CH:16]([CH3:18])[CH3:17])[CH2:10]2)=[CH:5][C:4]=1[C:19]#[N:20].CO.[ClH:23]>O1CCCC1>[ClH:23].[NH2:2][C:3]1[CH:8]=[CH:7][C:6]([CH:9]2[O:14][CH2:13][CH2:12][N:11]([CH:16]([CH3:18])[CH3:17])[CH2:10]2)=[CH:5][C:4]=1[C:19]#[N:20] |f:5.6|. Reported procedure: Borane in tetrahydrofuran (1.0M solution; 7.5 ml) was added dropwise, at ambient temperature, to a stirred solution of 2-[4-amino-3-cyanophenyl]-4-[1-methylethyl]-5-oxomorpholine (0.83 g) in dry tetrahydrofuran (60 ml) under nitrogen. The mixture was then heated under reflux with stirring, under nitrogen, for three hours, cooled and methanol (4 ml) in tetrahydrofuran (10 ml) added carefully. The mixture was heated under reflux for one hour, cooled, hydrogen chloride gas passed and the mixture he... Reactants: CC(=O)Cl, ClCCl, Nc1cccc(N2CCN(CCCCNS(=O)(=O)C3CCCCC3)CC2)c1. Yields the product CC(=O)Nc1cccc(N2CCN(CCCCNS(=O)(=O)C3CCCCC3)CC2)c1. RXN SMILES: [CH3:28][C:29]([Cl:30])=[O:31].[Cl:32][CH2:33][Cl:34].[NH2:1][c:2]1[cH:3][c:4]([N:8]2[CH2:9][CH2:10][N:11]([CH2:14][CH2:15][CH2:16][CH2:17][NH:18][S:19](=[O:20])(=[O:21])[CH:22]3[CH2:23][CH2:24][CH2:25][CH2:26][CH2:27]3)[CH2:12][CH2:13]2)[cH:5][cH:6][cH:7]1>>[NH:1]([c:2]1[cH:3][c:4]([N:8]2[CH2:9][CH2:10][N:11]([CH2:14][CH2:15][CH2:16][CH2:17][NH:18][S:19](=[O:20])(=[O:21])[CH:22]3[CH2:23][CH2:24][CH2:25][CH2:26][CH2:27]3)[CH2:12][CH2:13]2)[cH:5][cH:6][cH:7]1)[C:29]([CH3:28])=[O:31]. Reactants: C(#N)C1=CC=C(C=C1)N1C[C@H](CCC1)N[C@H]1[C@@H](CCCC1)NC(CC1=CN(C2=CC=CC=C12)C)=O (N-((1R,2R)-2-((S)-1-(4-Cyanophenyl)piperidin-3-ylamino)cyclohexyl)-2-(1-methyl-1H-indol-3-yl)acetamide), C(#N)C1=CC=C(C=C1)N1C[C@H](CCC1)N[C@H]1[C@@H](CCCC1)NC(CC1=CN(C2=CC=CC=C12)C)=O (N-((1R,2R)-2-((S)-1-(4-Cyanophenyl)piperidin-3-ylamino)cyclohexyl)-2-(1-methyl-1H-indol-3-yl)acetamide), C(OCC1=CC=C(C=C1)OC)(=O)Cl (4-methoxybenzyl carbonochloridate). Product: C(#N)C1=CC=C(C=C1)N1C[C@H](CCC1)N[C@H]1[C@@H](CCCC1)NC(OCC1=CC=C(C=C1)OC)=O (4-Methoxybenzyl (1R,2R)-2-((S)-1-(4-cyanophenyl)piperidin-3-ylamino)cyclohexylcarbamate). As a reaction SMILES: [C:1]([C:3]1[CH:8]=[CH:7][C:6]([N:9]2[CH2:14][CH2:13][CH2:12][C@H:11]([NH:15][C@@H:16]3[CH2:21][CH2:20][CH2:19][CH2:18][C@H:17]3[NH:22][C:23](=[O:35])CC3C4C(=CC=CC=4)N(C)C=3)[CH2:10]2)=[CH:5][CH:4]=1)#[N:2].C(Cl)(=O)[O:37][CH2:38][C:39]1[CH:44]=[CH:43][C:42]([O:45][CH3:46])=[CH:41][CH:40]=1>>[C:1]([C:3]1[CH:8]=[CH:7][C:6]([N:9]2[CH2:14][CH2:13][CH2:12][C@H:11]([NH:15][C@@H:16]3[CH2:21][CH2:20][CH2:19][CH2:18][C@H:17]3[NH:22][C:23](=[O:35])[O:37][CH2:38][C:39]3[CH:44]=[CH:43][C:42]([O:45][CH3:46])=[CH:41][CH:40]=3)[CH2:10]2)=[CH:5][CH:4]=1)#[N:2]. Procedure details: 4-Methoxybenzyl (1R,2R)-2-((S)-1-(4-cyanophenyl)piperidin-3-ylamino)cyclohexylcarbamate was synthesized using 4-((S)-3-((1R,2R)-2-aminocyclohexylamino)piperidin-1-yl)benzonitrile (from intermediate D, Example 10) (41 mg, 0.14 mmol) and 4-methoxybenzyl carbonochloridate (45.8 mg, 0.15 mmol) according to General Procedure H to give 28 mg (44%) of light brown solid. Anal. Calcd. for C27H34N4O3 m/z 462.3, found: 463.2 (M+H)+; 1H NMR (400 MHz, DMSO-d6) δ ppm 7.52 (d, J=8.7 Hz, 2H), 7.26 (d, J=8.2 Hz,... Starting materials: C(CCCCC)SC1=NN2C(=NC(=CC2=O)C#CC)S1 (2-hexylthio-7-(1-propynyl)-5H-1,3,4-thiadiazolo[3,2-a]pyrimidin-5-one), OOS(=O)[O-].[K+] (OXONE), O (water). The solvent is CO (methanol), CO (methanol). Run at time 50 minute. The product is C(CCCCC)S(=O)(=O)C1=NN2C(=NC(=CC2=O)C#CC)S1 (2-hexanesulfonyl-7-(1-propynyl)-5H-1,3,4-thiadiazolo[3,2-a]pyrimidin-5-one). Yield: 41.0%. Reaction SMILES: [CH2:1]([S:7][C:8]1[S:20][C:11]2=[N:12][C:13]([C:17]#[C:18][CH3:19])=[CH:14][C:15](=[O:16])[N:10]2[N:9]=1)[CH2:2][CH2:3][CH2:4][CH2:5][CH3:6].[OH:21]OS([O-])=O.[K+].[OH2:27]>CO>[CH2:1]([S:7]([C:8]1[S:20][C:11]2=[N:12][C:13]([C:17]#[C:18][CH3:19])=[CH:14][C:15](=[O:16])[N:10]2[N:9]=1)(=[O:21])=[O:27])[CH2:2][CH2:3][CH2:4][CH2:5][CH3:6] |f:1.2|. Procedure details: In 225 ml of methanol, 6.6 g of 2-hexylthio-7-(1-propynyl)-5H-1,3,4-thiadiazolo[3,2-a]pyrimidin-5-one was dissolved. A dispersion of 51.2 g of OXONE® suspended in 180 ml of water was added to the methanol solution, and the resulting mixture was warmed to 60°~65° C. and stirred for 50 minutes. After cooling, the mixture was extracted with chloroform, and the organic layer was washed with a sodium thiosulfate aqueous solution and water respectively, and dried over anhydrous sodium sulfate. The sol... Starting materials: C1(C=2C(C(N1CC(C)=O)=O)=CC=CC2)=O (phthalimidoacetone), CCCCCCCCCCCCCCCCO (adol), C(#N)CC(=O)N (Cyanoacetamide), [OH-].[Li+] (lithium hydroxide), C[O-].[Na+] (sodium methoxide). Solvent: CN(C)C=O (DMF), CN(C)C=O (DMF), CO (Methanol), CN(C)C=O (DMF), CO (methanol). Conditions: time 30 minute. Product: NC=1NC=C(C1C(=O)N)C (2-amino-4-methyl-1H-pyrrole-3-carboxamide). RXN SMILES: [C:1]([CH2:3][C:4]([NH2:6])=[O:5])#[N:2].[OH-].[Li+].C1(=O)[N:13](CC(=O)C)[C:12](=O)[C:11]2=CC=CC=[C:10]12.CCCCCCCCCCCCCCCCO.C[O-].[Na+]>CN(C=O)C.CO>[NH2:2][C:1]1[NH:13][CH:12]=[C:11]([CH3:10])[C:3]=1[C:4]([NH2:6])=[O:5] |f:1.2,5.6|. Reported procedure: Cyanoacetamide (62 g, 1.5 eq) and powdered lithium hydroxide (18 g, 1.5 eq) were mixed in 500 ml DMF and it was stirred at room temperature for 30 min. To the mixture was added a solution of phthalimidoacetone (100 g, 0.49 mol, purchased from TCI America, Portland, Oreg., USA, or prepared according to Lei, et al, J. Am. Chem. Soc. 2004, 126, 1626) in DMF (200 ml) over 1 h at room temperature. Additional DMF (25 ml) was used as a rinse. After stirring at room temperature for 5 min, HPLC/MS showed... The reactants are CC(=O)C1C(=O)c2cccc([N+](=O)[O-])c2C1=O, CO, Cl, [Na], NC1C(O)OC(CO)C(O)C1O. Product: CC(NC1C(O)OC(CO)C(O)C1O)=C1C(=O)c2cccc([N+](=O)[O-])c2C1=O. As a reaction SMILES: [C:15]([CH3:16])(=[O:17])[CH:18]1[C:19](=[O:31])[c:20]2[cH:21][cH:22][cH:23][c:24]([N+:28](=[O:29])[O-:30])[c:25]2[C:26]1=[O:27].[CH3:32][OH:33].[ClH:2].[Na:1].[OH:3][CH:4]1[CH:5]([NH2:6])[CH:7]([OH:8])[CH:9]([OH:10])[CH:11]([CH2:13][OH:14])[O:12]1>>[OH:3][CH:4]1[CH:5]([NH:6][C:15]([CH3:16])=[C:18]2[C:19](=[O:31])[c:20]3[cH:21][cH:22][cH:23][c:24]([N+:28](=[O:29])[O-:30])[c:25]3[C:26]2=[O:27])[CH:7]([OH:8])[CH:9]([OH:10])[CH:11]([CH2:13][OH:14])[O:12]1. Starting materials: ClC1=NC=C(C(=N1)N)C (2-chloro-5-methylpyrimidin-4-amine), BrC1=CC(=C(C#N)C=C1)Cl (4-bromo-2-chlorobenzonitrile), C(=O)([O-])[O-].[Cs+].[Cs+] (Cs2CO3), C1(=CC=CC=C1)P(C1=CC=CC=2C(C3=CC=CC(=C3OC12)P(C1=CC=CC=C1)C1=CC=CC=C1)(C)C)C1=CC=CC=C1 (4,5-bis(diphenylphosphino)-9,9-dimethyxanthene). The reagents and catalysts are C=1C=CC(=CC1)/C=C/C(=O)/C=C/C2=CC=CC=C2.C=1C=CC(=CC1)/C=C/C(=O)/C=C/C2=CC=CC=C2.C=1C=CC(=CC1)/C=C/C(=O)/C=C/C2=CC=CC=C2.[Pd].[Pd] (Pd2(dba)3). Run in O1CCOCC1 (1,4-dioxane). Yields the product ClC1=NC=C(C(=N1)NC1=CC(=C(C#N)C=C1)Cl)C (4-(2-Chloro-5-methylpyrimidin-4-ylamino)-2-chlorobenzonitrile). As a reaction SMILES: [Cl:1][C:2]1[N:7]=[C:6]([NH2:8])[C:5]([CH3:9])=[CH:4][N:3]=1.Br[C:11]1[CH:18]=[CH:17][C:14]([C:15]#[N:16])=[C:13]([Cl:19])[CH:12]=1.C([O-])([O-])=O.[Cs+].[Cs+].C1(P(C2C=CC=CC=2)C2C3OC4C(=CC=CC=4P(C4C=CC=CC=4)C4C=CC=CC=4)C(C)(C)C=3C=CC=2)C=CC=CC=1>O1CCOCC1.C1C=CC(/C=C/C(/C=C/C2C=CC=CC=2)=O)=CC=1.C1C=CC(/C=C/C(/C=C/C2C=CC=CC=2)=O)=CC=1.C1C=CC(/C=C/C(/C=C/C2C=CC=CC=2)=O)=CC=1.[Pd].[Pd]>[Cl:1][C:2]1[N:7]=[C:6]([NH:8][C:11]2[CH:18]=[CH:17][C:14]([C:15]#[N:16])=[C:13]([Cl:19])[CH:12]=2)[C:5]([CH3:9])=[CH:4][N:3]=1 |f:2.3.4,7.8.9.10.11|. Procedure details: To a solution of 2-chloro-5-methylpyrimidin-4-amine (144 mg, 1.0 mmol) in 1,4-dioxane (20 mL) was added 4-bromo-2-chlorobenzonitrile (217 mg, 1.0 mmol), Cs2CO3 (1.3 g, 4.0 mmol), Pd2(dba)3 (91 mg, 0.1 mmol), and 4,5-bis(diphenylphosphino)-9,9-dimethyxanthene (Xant Phos, 173 mg, 0.3 mmol). The mixture was heated under reflux for 4 h under Ar. The solid was filtered off and the filtrate washed with brine (1×100 mL). The organic solution was separated and dried (Na2SO4). The solvent was removed unt... The reactants are CC[C@@H]1CN2CC[C@@H]1C[C@@H]2[C@@H](C3=C4C=C(C=CC4=NC=C3)OC)OC5=NN=C(C6=CC=CC=C65)O[C@@H]([C@H]7C[C@@H]8CCN7C[C@@H]8CC)C9=C1C=C(C=CC1=NC=C9)OC (AD-mix-α), CC(C)(C)O (t-BuOH), S(=O)([O-])[O-].[Na+].[Na+] (sodium sulfite), CS(=O)(=O)N (methanesulfonamide), C1(=CC=CC=C1)C=1N=C(OC1C1=CC=CC=C1)C1=CCCCC1 (1-(4,5-diphenyloxazol-2-yl)-1-cyclohexene). Solvent: O (water). Conditions: time 1 hour. Yields the product O[C@]1([C@H](CCCC1)O)C=1OC(=C(N1)C1=CC=CC=C1)C1=CC=CC=C1 ((1R,2S)-1,2-dihydroxy-1-(4,5-diphenyloxazol-2-yl)cyclohexane). As a reaction SMILES: [CH3:1][CH2:2][C@H:3]1[C@H]2C[C@H]([C@H](OC3C4C(=CC=CC=4)C(O[C@H](C4C=CN=C5C=4C=C(OC)C=C5)[C@@H]4N5C[C@H](CC)[C@@H](CC5)C4)=NN=3)C3C=CN=C4C=3C=C(OC)C=C4)N(CC2)C1.CS(N)(=O)=O.[C:64]1([C:70]2[N:71]=C(C3CCCCC=3)[O:73][C:74]=2[C:75]2[CH:80]=[CH:79][CH:78]=[CH:77][CH:76]=2)[CH:69]=[CH:68][CH:67]=[CH:66][CH:65]=1.S([O-])([O-])=[O:88].[Na+].[Na+].[CH3:93][C:94]([OH:97])([CH3:96])[CH3:95]>O>[OH:97][C@:94]1([C:96]2[O:73][C:74]([C:75]3[CH:76]=[CH:77][CH:78]=[CH:79][CH:80]=3)=[C:70]([C:64]3[CH:65]=[CH:66][CH:67]=[CH:68][CH:69]=3)[N:71]=2)[CH2:95][CH2:3][CH2:2][CH2:1][C@@H:93]1[OH:88] |f:3.4.5|. Procedure details: A solution of AD-mix-α® (30 g) in a mixture of t-BuOH (600 ml) and water (600 ml) was stirred for 1 hour, and then methanesulfonamide (9.3 g) and 1-(4,5-diphenyloxazol-2-yl)-1-cyclohexene added to the solution at room temperature. After being stirred for 20 hours at the same temperature, sodium sulfite (60 g) was added, and the mixture was stirred for 30 minutes. The mixture was partitioned between ethyl acetate and water. The organic layer was washed with 1N-HCl solution, sat. NaHCO3 and brine,...